Dataset: the Open Reaction Database (ORD), a public repository of structured organic reaction records. Task: describe an organic reaction: reactants, conditions, products, and yield Starting materials: ClC1=C2C(C(N(C2=CC(=C1)C#CCCO)CCN(CC)CC)=O)(C1=CC2=CC=CC=C2C=C1)O (4-chloro-6-(4-hydroxy-1-butynyl)-1-(2-diethylaminoethyl)-3-hydroxy-3-(2-naphthyl)oxindole). Reagents/catalysts: [Pd] (palladium/carbon). Run in CO (methanol). Run at time 1 hour. The product is ClC1=C2C(C(N(C2=CC(=C1)CCCCO)CCN(CC)CC)=O)(C1=CC2=CC=CC=C2C=C1)O (4-Chloro-6-(4-hydroxybutyl)-1-(2-diethylaminoethyl)-3-hydroxy-3-(2-naphthyl)oxindole). Yield: 100.5%. Reaction SMILES: [Cl:1][C:2]1[CH:10]=[C:9]([C:11]#[C:12][CH2:13][CH2:14][OH:15])[CH:8]=[C:7]2[C:3]=1[C:4]([OH:34])([C:24]1[CH:33]=[CH:32][C:31]3[C:26](=[CH:27][CH:28]=[CH:29][CH:30]=3)[CH:25]=1)[C:5](=[O:23])[N:6]2[CH2:16][CH2:17][N:18]([CH2:21][CH3:22])[CH2:19][CH3:20]>CO.[Pd]>[Cl:1][C:2]1[CH:10]=[C:9]([CH2:11][CH2:12][CH2:13][CH2:14][OH:15])[CH:8]=[C:7]2[C:3]=1[C:4]([OH:34])([C:24]1[CH:33]=[CH:32][C:31]3[C:26](=[CH:27][CH:28]=[CH:29][CH:30]=3)[CH:25]=1)[C:5](=[O:23])[N:6]2[CH2:16][CH2:17][N:18]([CH2:21][CH3:22])[CH2:19][CH3:20]. Procedure details: Under nitrogen stream, to a solution of 4-chloro-6-(4-hydroxy-1-butynyl)-1-(2-diethylaminoethyl)-3-hydroxy-3-(2-naphthyl)oxindole (8.6 mg, 0.0180 mmol) in methanol (1.5 mL) was added 10% palladium/carbon (4.0 mg). The mixture was stirred under hydrogen atmosphere at room temperature for one hour. After filtration with Celite, the solvent was removed to give the title compound (8.7 mg). The reactants are [Cl-].[NH4+] (ammonium chloride), C(=O)C1=CC(=C(S1)C)CNC(OCC1=CC=CC=C1)=O (benzyl (5-formyl-2-methyl-3-thienyl)methylcarbamate), N(=[N+]=[N-])CC(=O)OCC (ethyl azidoacetate), [O-]CC.[Na+] (sodium ethoxide). The solvent is C(C)O (ethanol). Conditions: time 1 hour. Product: C(C1=CC=CC=C1)OC(=O)N(C1=C(SC2=C1NC(=C2)C(=O)OCC)C)C (ethyl 3-{[(benzyloxy)carbonyl](methyl)amino}-2-methyl-4H-thieno[3,2-b]pyrrole-5-carboxylate). Yield: 9.8%. Reaction SMILES: [O-][CH2:2]C.[Na+].C([C:7]1[S:11][C:10]([CH3:12])=[C:9]([CH2:13][NH:14][C:15](=[O:24])[O:16][CH2:17][C:18]2[CH:23]=[CH:22][CH:21]=[CH:20][CH:19]=2)[CH:8]=1)=O.[N:25]([CH2:28][C:29]([O:31][CH2:32][CH3:33])=[O:30])=[N+]=[N-].[Cl-].[NH4+]>C(O)C>[CH2:17]([O:16][C:15]([N:14]([CH3:2])[C:13]1[C:9]2[NH:25][C:28]([C:29]([O:31][CH2:32][CH3:33])=[O:30])=[CH:12][C:10]=2[S:11][C:7]=1[CH3:8])=[O:24])[C:18]1[CH:19]=[CH:20][CH:21]=[CH:22][CH:23]=1 |f:0.1,4.5|. Procedure details: To a solution (20 mL) of sodium ethoxide (0.68 g) in ethanol was added dropwise a mixture of benzyl (5-formyl-2-methyl-3-thienyl)methylcarbamate (0.72 g) and ethyl azidoacetate (1.3 g) under ice-cooling. After the completion of the dropwise addition, the mixture was stirred for 1 hr. Saturated aqueous ammonium chloride solution was added to the reaction mixture, and the mixture was concentrated. The obtained residue was extracted with ethyl acetate. The ethyl acetate layer was washed with satura...